Dataset: the Open Reaction Database (ORD), a public repository of structured organic reaction records. Task: describe an organic reaction: reactants, conditions, products, and yield Starting materials: compound, O1CCCC1 (tetrahydrofuran), C(=O)=O.CC(=O)C (dry ice acetone), O1CCCC1 (tetrahydrofuran), ice water, C(CCC)[Li] (n-butyllithium). Reagents/catalysts: [Br-].C[P+](C1=CC=CC=C1)(C1=CC=CC=C1)C1=CC=CC=C1 (methyltriphenylphosphonium bromide). The solvent is CCCCCC (hexane). Reaction conditions: time 30 minute. Yields the product C(=C)C1C2(C(CC(C1)O2)C)CO (2-Ethenyl-6-methyl-7-oxabicyclo[2.2.1]heptane-1-methanol). The yield is 95.7%. RXN SMILES: [C:1](=[O:3])=O.[CH3:4][C:5]([CH3:7])=[O:6].[CH2:8]([Li])[CH2:9][CH2:10][CH3:11].O1CC[CH2:15][CH2:14]1>[Br-].C[P+](C1C=CC=CC=1)(C1C=CC=CC=1)C1C=CC=CC=1.CCCCCC>[CH:10]([CH:9]1[CH2:7][CH:5]2[O:6][C:8]1([CH2:1][OH:3])[CH:14]([CH3:15])[CH2:4]2)=[CH2:11] |f:0.1,4.5|. Reported procedure: A suspension of methyltriphenylphosphonium bromide (12.24 g, 34.3 mmole) in dry tetrahydrofuran (83 mL) was cooled down to -78° C. (dry ice-acetone) under argon, treated with 1.6M n-butyllithium (18.8 mL, 30.2 mmole, 3.9 eq.) in hexane and stirred at -78° C. for 30 minutes and at 0° (ice water) for 1.0 hour. The reaction mixture was then treated with a solution of Part J compound (1.32 g, 7.76 mmole) in dry tetrahydrofuran (34 mL), stirred at 0° for 30 minutes, allowed to warm up to room tempera... The reactants are CC1NC(=O)C(C)(C)C1O[Si](C)(C)C(C)(C)C, O=C([O-])[O-], [Cs+], [Cs+], N#Cc1ccc(I)cc1C(F)(F)F, O=C(C=Cc1ccccc1)C=Cc1ccccc1, O=C(C=Cc1ccccc1)C=Cc1ccccc1, O=C(C=Cc1ccccc1)C=Cc1ccccc1, [Pd], [Pd]. The product is CC1C(O[Si](C)(C)C(C)(C)C)C(C)(C)C(=O)N1c1ccc(C#N)c(C(F)(F)F)c1. As a reaction SMILES: [C:1]([CH3:2])([CH3:3])([CH3:4])[Si:5]([O:6][CH:7]1[C:8]([CH3:14])([CH3:15])[C:9](=[O:13])[NH:10][CH:11]1[CH3:12])([CH3:16])[CH3:17].[C:31](=[O:32])([O-:33])[O-:34].[Cs+:35].[Cs+:36].[I:18][c:19]1[cH:20][c:21]([C:27]([F:28])([F:29])[F:30])[c:22]([C:23]#[N:24])[cH:25][cH:26]1.[O:39]=[C:40]([CH:41]=[CH:42][c:43]1[cH:44][cH:45][cH:46][cH:47][cH:48]1)[CH:49]=[CH:50][c:51]1[cH:52][cH:53][cH:54][cH:55][cH:56]1.[O:57]=[C:58]([CH:59]=[CH:60][c:61]1[cH:62][cH:63][cH:64][cH:65][cH:66]1)[CH:67]=[CH:68][c:69]1[cH:70][cH:71][cH:72][cH:73][cH:74]1.[O:75]=[C:76]([CH:77]=[CH:78][c:79]1[cH:80][cH:81][cH:82][cH:83][cH:84]1)[CH:85]=[CH:86][c:87]1[cH:88][cH:89][cH:90][cH:91][cH:92]1.[Pd:37].[Pd:38]>>[C:1]([CH3:2])([CH3:3])([CH3:4])[Si:5]([O:6][CH:7]1[C:8]([CH3:14])([CH3:15])[C:9](=[O:13])[N:10]([c:19]2[cH:20][c:21]([C:27]([F:28])([F:29])[F:30])[c:22]([C:23]#[N:24])[cH:25][cH:26]2)[CH:11]1[CH3:12])([CH3:16])[CH3:17]. Reactants: O[C@H]1[C@H](CN(C1)CCN1C2=C(N=CC1=O)C=CC(=N2)OC)CNC(OCC2=CC=CC=C2)=O (phenylmethyl [((3S,4S)-4-hydroxy-1-{2-[6-(methyloxy)-3-oxopyrido[2,3-b]pyrazin-4(3H)-yl]ethyl}-3-pyrrolidinyl)methyl]carbamate). Reagents/catalysts: [Pd] (Pd/C), [O-2].[Mn+4].[O-2] (manganese(IV) oxide). Solvent: CO (methanol), CO (methanol). Conditions: time 2 hour. The product is NC[C@H]1CN(C[C@H]1O)CCN1C2=C(N=CC1=O)C=CC(=N2)OC (4-{2-[(3S,4S)-3-(Aminomethyl)-4-hydroxy-1-pyrrolidinyl]ethyl}-6-(methyloxy)pyrido[2,3-b]pyrazin-3(4H)-one). Yield: 85.4%. Reaction SMILES: [OH:1][C@@H:2]1[CH2:6][N:5]([CH2:7][CH2:8][N:9]2[C:14](=[O:15])[CH:13]=[N:12][C:11]3[CH:16]=[CH:17][C:18]([O:20][CH3:21])=[N:19][C:10]2=3)[CH2:4][C@@H:3]1[CH2:22][NH:23]C(=O)OCC1C=CC=CC=1>CO.[Pd].[O-2].[Mn+4].[O-2]>[NH2:23][CH2:22][C@@H:3]1[C@H:2]([OH:1])[CH2:6][N:5]([CH2:7][CH2:8][N:9]2[C:14](=[O:15])[CH:13]=[N:12][C:11]3[CH:16]=[CH:17][C:18]([O:20][CH3:21])=[N:19][C:10]2=3)[CH2:4]1 |f:3.4.5|. Reported procedure: A solution of phenylmethyl [((3S,4S)-4-hydroxy-1-{2-[6-(methyloxy)-3-oxopyrido[2,3-b]pyrazin-4(3H)-yl]ethyl}-3-pyrrolidinyl)methyl]carbamate (1.0 g, 2.2 mmol) in methanol was treated with 10% Pd/C (0.44 g) and shaken under 15 psi at room temperature for 2 hours. Pd was filtered through Celite®, the filtrate was concentrated. The residue was redissolved in DCM (20 mL) and methanol (5 mL), treated with manganese(IV) oxide (561 mg, 6.6 mmol), and stirred at room temperature for 2 hours. Solid was f... Reactants: C1=CC=CC=2SC3=CC=CC=C3C(C12)C(=O)Cl (9H-thioxanthene-9-carbonyl chloride), C(CCC)OC(N)=O (carbamic acid butyl ester). Yields the product C(CCC)OC(NC(=O)C1C2=CC=CC=C2SC=2C=CC=CC12)=O ((9H-Thioxanthene-9-carbonyl)-carbamic acid butyl ester). Reaction SMILES: [CH:1]1[C:14]2[CH:13]([C:15](Cl)=[O:16])[C:12]3[C:7](=[CH:8][CH:9]=[CH:10][CH:11]=3)[S:6][C:5]=2[CH:4]=[CH:3][CH:2]=1.[CH2:18]([O:22][C:23](=[O:25])[NH2:24])[CH2:19][CH2:20][CH3:21]>>[CH2:18]([O:22][C:23](=[O:25])[NH:24][C:15]([CH:13]1[C:12]2[CH:11]=[CH:10][CH:9]=[CH:8][C:7]=2[S:6][C:5]2[C:14]1=[CH:1][CH:2]=[CH:3][CH:4]=2)=[O:16])[CH2:19][CH2:20][CH3:21]. Procedure: The title compound, white solid, m.p.=151-154° C., MS: m/e=342.2 (M+H) was prepared in accordance with the general method of example 6 from 9H-thioxanthene-9-carbonyl chloride and carbamic acid butyl ester. The reactants are CC1(CC(C(=C(C1NC1=NC=CC=C1)C)[N+](=O)[O-])(C)NCC1=CC=CC=C1)C (6-methyl-3-nitro-4-[benzylamino](2-pyridyl)(2,4,6-trimethylphenyl)amine). The reagents and catalysts are [Fe] (iron). Run in C(C)(=O)O (acetic acid), CO (MeOH). Run at temperature 70 celsius. Product: NC1=C(C(C(CC1(C)NCC1=CC=CC=C1)(C)C)NC1=NC=CC=C1)C (3-Amino-6-methyl-4-[benzylamino](2-pyridyl)(2,4,6-trimethylphenyl)amine). RXN SMILES: [CH3:1][C:2]1([CH3:28])[CH:7]([NH:8][C:9]2[CH:14]=[CH:13][CH:12]=[CH:11][N:10]=2)[C:6]([CH3:15])=[C:5]([N+:16]([O-])=O)[C:4]([NH:20][CH2:21][C:22]2[CH:27]=[CH:26][CH:25]=[CH:24][CH:23]=2)([CH3:19])[CH2:3]1>C(O)(=O)C.CO.[Fe]>[NH2:16][C:5]1[C:4]([NH:20][CH2:21][C:22]2[CH:27]=[CH:26][CH:25]=[CH:24][CH:23]=2)([CH3:19])[CH2:3][C:2]([CH3:1])([CH3:28])[CH:7]([NH:8][C:9]2[CH:14]=[CH:13][CH:12]=[CH:11][N:10]=2)[C:6]=1[CH3:15]. Reported procedure: Add iron powder (7.0 g) to a solution of 6-methyl-3-nitro-4-[benzylamino](2-pyridyl)(2,4,6-trimethylphenyl)amine (8.75 g, 23.2 mmol) in acetic acid (14 mL) and MeOH (70 mL). Heat the resulting mixture at 70° C. for 1 h, cool to ambient temperature, and filter through a pad of celite. Evaporate the filtrate to dryness under reduced pressure. Treat he residue with 1N aq NaOH and extract with EtOAc. Wash the EtOAc extract with water and saturated aq NaCl. Separate the organic layer, dry over Na2SO4... The reactants are OCCBr, O=C([O-])[O-], CC(C)=O, CCOC(C)=O, CCCCCC, [I-], [K+], [K+], [Na+], O, COC(=O)c1ccc([N+](=O)[O-])c(O)c1. Product: COC(=O)c1ccc([N+](=O)[O-])c(OCCO)c1. As a reaction SMILES: [Br:23][CH2:24][CH2:25][OH:26].[C:15](=[O:16])([O-:17])[O-:18].[CH3:27][C:28](=[O:29])[CH3:30].[CH3:32][CH2:33][O:34][C:35](=[O:36])[CH3:37].[CH3:38][CH2:39][CH2:40][CH2:41][CH2:42][CH3:43].[I-:22].[K+:19].[K+:20].[Na+:21].[OH2:31].[OH:1][c:2]1[cH:3][c:4]([C:5](=[O:6])[O:7][CH3:8])[cH:9][cH:10][c:11]1[N+:12](=[O:13])[O-:14]>>[O:1]([c:2]1[cH:3][c:4]([C:5](=[O:6])[O:7][CH3:8])[cH:9][cH:10][c:11]1[N+:12](=[O:13])[O-:14])[CH2:24][CH2:25][OH:26]. The reactants are product, Cl (HCl), FC=1C=C(C=O)C=CC1OC(CCCCCC)C (3-fluoro-4-(1-methyl-heptyloxy)-benzaldehyde), chromic anhydride, [OH-].[K+] (KOH), CC(CCCCCC)OS(=O)(=O)C1=CC=C(C=C1)C (p-toluenesulfonic acid 1-methyl-heptyl ester), product. Solvent: C(C)(=O)O (acetic acid), C1(=CC=CC=C1)C (toluene), C(C)(=O)O (acetic acid), ice water, O (water), CO (methanol). Yields the product FC=1C=C(C(=O)O)C=CC1OC(CCCCCC)C (3-fluoro-4-(1-methyl-heptyloxy)-benzoic acid). Yield: 39.0%. As a reaction SMILES: [OH-].[K+].CC([O:11]S(C1C=CC(C)=CC=1)(=O)=O)CCCCCC.Cl.[F:23][C:24]1[CH:25]=[C:26]([CH:29]=[CH:30][C:31]=1[O:32][CH:33]([CH3:40])[CH2:34][CH2:35][CH2:36][CH2:37][CH2:38][CH3:39])[CH:27]=[O:28]>CO.C(O)(=O)C.O.C1(C)C=CC=CC=1>[F:23][C:24]1[CH:25]=[C:26]([CH:29]=[CH:30][C:31]=1[O:32][CH:33]([CH3:40])[CH2:34][CH2:35][CH2:36][CH2:37][CH2:38][CH3:39])[C:27]([OH:11])=[O:28] |f:0.1|. Procedure: On the other hand, o-fluorophenol (500 g, 4.46 mols) was added to a solution of NaOH (1,250 g, 31.26 mols) dissolved in water (2 l), followed by dropwise adding chloroform (1,230 g), agitating the mixture at about 60° C. for 2 hours, acidifying it with sulfuric acid, filtering off the residue on heating, and recrystallizing the deposited crystals from a mixed solvent of water-methanol to obtain 3-fluoro-4-hydroxybenzaldehyde (35.3 g) having a m.p. of 119.5°~123.5° C. This product (30 g, 0.21 mol...